This data is from the Open Reaction Database (ORD), a public repository of structured organic reaction records. The task is: describe an organic reaction: reactants, conditions, products, and yield The reactants are [Br-], [Br-], [Br-], CC(=O)c1cc(N(C)C(=O)C(F)(F)F)cc(S(F)(F)(F)(F)F)c1, C1CCOC1, CO, O=S(=O)(O)O, C[N+](C)(C)c1ccccc1, C[N+](C)(C)c1ccccc1, C[N+](C)(C)c1ccccc1. The product is CN(C(=O)C(F)(F)F)c1cc(C(=O)CBr)cc(S(F)(F)(F)(F)F)c1. RXN SMILES: [Br-:24].[Br-:25].[Br-:26].[C:1]([CH3:2])(=[O:3])[c:4]1[cH:5][c:6]([N:16]([C:17]([C:18]([F:19])([F:20])[F:21])=[O:22])[CH3:23])[cH:7][c:8]([S:10]([F:11])([F:12])([F:13])([F:14])[F:15])[cH:9]1.[CH2:64]1[O:65][CH2:66][CH2:67][CH2:68]1.[CH3:62][OH:63].[S:57](=[O:58])(=[O:59])([OH:60])[OH:61].[c:27]1([N+:28]([CH3:29])([CH3:30])[CH3:31])[cH:32][cH:33][cH:34][cH:35][cH:36]1.[c:37]1([N+:38]([CH3:39])([CH3:40])[CH3:41])[cH:42][cH:43][cH:44][cH:45][cH:46]1.[c:47]1([N+:48]([CH3:49])([CH3:50])[CH3:51])[cH:52][cH:53][cH:54][cH:55][cH:56]1>>[C:1]([CH2:2][Br:24])(=[O:3])[c:4]1[cH:5][c:6]([N:16]([C:17]([C:18]([F:19])([F:20])[F:21])=[O:22])[CH3:23])[cH:7][c:8]([S:10]([F:11])([F:12])([F:13])([F:14])[F:15])[cH:9]1. Starting materials: C(C)OC(C(=CC(=O)C1=CNC2=CC=C(C=C12)Cl)O)=O (4-(5-chloroindol-3-yl)-2-hydroxy-4-oxo-2-butenoic acid ethyl ester), C(C)(=O)O.CN (methylamine acetate). Solvent: CCO (EtOH). The product is C(C)OC(C(=CC(=O)C1=CNC2=CC=C(C=C12)Cl)NC)=O (4-(5-Chloroindol-3-yl)-2-methylamino-4-oxo-2-butenoic acid ethyl ester). Yield: 37.5%. Reaction SMILES: [CH2:1]([O:3][C:4](=[O:20])[C:5](O)=[CH:6][C:7]([C:9]1[C:17]2[C:12](=[CH:13][CH:14]=[C:15]([Cl:18])[CH:16]=2)[NH:11][CH:10]=1)=[O:8])[CH3:2].C(O)(=O)C.[CH3:25][NH2:26]>CCO>[CH2:1]([O:3][C:4](=[O:20])[C:5]([NH:26][CH3:25])=[CH:6][C:7]([C:9]1[C:17]2[C:12](=[CH:13][CH:14]=[C:15]([Cl:18])[CH:16]=2)[NH:11][CH:10]=1)=[O:8])[CH3:2] |f:1.2|. Reported procedure: To a solution of 0.59 g (2.0 mmol) of 4-(5-chloroindol-3-yl)-2-hydroxy-4-oxo-2-butenoic acid ethyl ester prepared in Example 1(1) in 95% EtOH (10 ml) was added 0.55 g (6.0 mmol) of methylamine acetate. After refluxing for 2.5 hours, the reaction mixture was concentrated and the residue was dissolved in ethyl acetate. The ethyl acetate was washed with water, dried, and then concentrated. The resulting residue was chromatographed on silica gel (ethyl acetate as eluant) to give 0.23 g of the titled... Starting materials: OC=1C=CC2=C(OCC(N2)=O)C1 (7-hydroxy-2H-benzo[b][1,4]oxazin-3(4H)-one), C1CCOC1 (THF). Run in O (water). Product: [NH4+].[OH-] (NH4OH), O1C2=C(NCC1)C=CC(=C2)O (3,4-dihydro-2H-benzo[b][1,4]oxazin-7-ol). RXN SMILES: [OH:1][C:2]1[CH:3]=[CH:4][C:5]2[NH:10][C:9](=O)[CH2:8][O:7][C:6]=2[CH:12]=1.C1COCC1>O>[NH4+:10].[OH-:1].[O:7]1[CH2:8][CH2:9][NH:10][C:5]2[CH:4]=[CH:3][C:2]([OH:1])=[CH:12][C:6]1=2 |f:3.4|. Reported procedure: To a solution of 7-hydroxy-2H-benzo[b][1,4]oxazin-3(4H)-one (6 g, 36.36 mmol) in THF (50 mL) BH3-THF (150 mL, 254.54 mmol) was slowly added at RT. The resulting reaction was stirred for 4 h at 60° C. before water (5 mL) was added. The solution was concentrated in vacuo and purified with column chromatography using 100% CH2Cl2→25%→50% 90:10:1 CH2Cl2:MeOH:NH4OH to yield the title compound. MS (ESI, pos. ion) m/z: 152 (M+1). Mass calc'd for C8H9NO2: 151.06. Starting materials: CC(=CC(=O)O)c1ccc(CC(C)C)cc1, C1CCN(CC2CCCN2)CC1. The product is CC(=CC(=O)N1CCCC1CN1CCCCC1)c1ccc(CC(C)C)cc1. RXN SMILES: [CH2:1]([CH:2]([CH3:3])[CH3:4])[c:5]1[cH:6][cH:7][c:8]([C:11](=[CH:12][C:13](=[O:14])[OH:15])[CH3:16])[cH:9][cH:10]1.[NH:17]1[CH:18]([CH2:22][N:23]2[CH2:24][CH2:25][CH2:26][CH2:27][CH2:28]2)[CH2:19][CH2:20][CH2:21]1>>[CH2:1]([CH:2]([CH3:3])[CH3:4])[c:5]1[cH:6][cH:7][c:8]([C:11](=[CH:12][C:13](=[O:15])[N:17]2[CH:18]([CH2:22][N:23]3[CH2:24][CH2:25][CH2:26][CH2:27][CH2:28]3)[CH2:19][CH2:20][CH2:21]2)[CH3:16])[cH:9][cH:10]1. Starting materials: O=C([O-])[O-], CCn1cc(C(=O)O)c(=O)c2cc(C)sc21, CN(C)C=O, [K+], [K+], CCOS(=O)(=O)OCC. The product is CCOC(=O)c1cn(CC)c2sc(C)cc2c1=O. As a reaction SMILES: [C:17](=[O:18])([O-:19])[O-:20].[CH2:1]([CH3:2])[n:3]1[c:4]2[c:5]([c:6](=[O:12])[c:7]([C:9](=[O:10])[OH:11])[cH:8]1)[cH:13][c:14]([CH3:16])[s:15]2.[CH3:32][N:33]([CH3:34])[CH:35]=[O:36].[K+:21].[K+:22].[S:23]([O:24][CH2:25][CH3:26])([O:29][CH2:27][CH3:28])(=[O:30])=[O:31]>>[CH2:1]([CH3:2])[n:3]1[c:4]2[c:5]([c:6](=[O:12])[c:7]([C:9](=[O:10])[O:11][CH2:27][CH3:28])[cH:8]1)[cH:13][c:14]([CH3:16])[s:15]2. Starting materials: NC1=C(C2=C(N=C(N2C)NC2=C(C=CC=C2Cl)Cl)C=C1)C(=O)N (5-Amino-2-(2,6-dichlorophenylamino)-3-methyl-3H-benzoimidazole-4-carboxylic acid amide), O1C=C(C=C1)C(=O)O (Furan-3-carboxylic acid), OC1=CC=CC=2NN=NC21 (hydroxybenzotriazole), Cl.CN(CCCN=C=NCC)C (1-[3-(dimethylamino)propyl]-3-ethylcarbodiimide hydrochloride). Solvent: CCOC(=O)C (EtOAc), CN(C)C=O (DMF). Conditions: time 24 hour. Yields the product ClC1=C(C(=CC=C1)Cl)NC1=NC=2C(=C3C(NC(=NC3=CC2)C2=COC=C2)=O)N1C (2-(2,6-Dichlorophenylamino)-1-methyl-7-furan-3-yl-1,8-dihydro-9H-imidazo[4,5-f]quinazoline-9-one), 8. The yield is 22.0%. Reaction SMILES: [O:1]1[CH:5]=[CH:4][C:3]([C:6](O)=O)=[CH:2]1.OC1C2N=NNC=2C=CC=1.Cl.CN(C)CCCN=C=NCC.[NH2:31][C:32]1[CH:50]=[CH:49][C:35]2[N:36]=[C:37]([NH:40][C:41]3[C:46]([Cl:47])=[CH:45][CH:44]=[CH:43][C:42]=3[Cl:48])[N:38]([CH3:39])[C:34]=2[C:33]=1[C:51]([NH2:53])=[O:52]>CN(C=O)C.CCOC(C)=O>[Cl:48][C:42]1[CH:43]=[CH:44][CH:45]=[C:46]([Cl:47])[C:41]=1[NH:40][C:37]1[N:38]([CH3:39])[C:34]2=[C:33]3[C:32](=[CH:50][CH:49]=[C:35]2[N:36]=1)[N:31]=[C:6]([C:3]1[CH:4]=[CH:5][O:1][CH:2]=1)[NH:53][C:51]3=[O:52] |f:2.3|. Procedure details: Furan-3-carboxylic acid (20 mg, 0.18 mmol), hydroxybenzotriazole (24 mg, 0.18 mmol) and 1-[3-(dimethylamino)propyl]-3-ethylcarbodiimide hydrochloride (35 mg, 0.18 mmol) were stirred together in DMF (1 mL) for 15 min. 5-Amino-2-(2,6-dichlorophenylamino)-3-methyl-3H-benzoimidazole-4-carboxylic acid amide (Example 7)(50 mg, 0.15 mmol) was added, and stirring continued for 24 h. The solution was diluted with EtOAc and washed in turn with aqueous Na2CO3, water and brine. The organic layer was evapora... The reactants are COc1nc(OC)nc([N+]2(C)CCOCC2)n1, CNOC, CN1CCOCC1, [Cl-], Cl, Cl, COc1cc(C(=O)O)c2ccc(=O)n(CCN3CCC(N(Cc4ccc5c(c4)OCCO5)C(=O)OC(C)(C)C)CC3)c2c1, C1CCOC1. Yields the product COc1cc(C(=O)N(C)OC)c2ccc(=O)n(CCN3CCC(N(Cc4ccc5c(c4)OCCO5)C(=O)OC(C)(C)C)CC3)c2c1. Reaction SMILES: [CH3:45][O:46][c:47]1[n:48][c:49]([O:50][CH3:51])[n:52][c:53]([N+:54]2([CH3:55])[CH2:56][CH2:57][O:58][CH2:59][CH2:60]2)[n:61]1.[CH3:63][O:64][NH:65][CH3:66].[CH3:67][N:68]1[CH2:69][CH2:70][O:71][CH2:72][CH2:73]1.[Cl-:44].[ClH:62].[ClH:74].[O:1]1[CH2:2][CH2:3][O:4][c:5]2[c:6]1[cH:7][cH:8][c:9]([CH2:11][N:12]([C:13]([O:14][C:15]([CH3:16])([CH3:17])[CH3:18])=[O:19])[CH:20]1[CH2:21][CH2:22][N:23]([CH2:26][CH2:27][n:28]3[c:29](=[O:43])[cH:30][cH:31][c:32]4[c:33]([C:40](=[O:41])[OH:42])[cH:34][c:35]([O:38][CH3:39])[cH:36][c:37]34)[CH2:24][CH2:25]1)[cH:10]2.[O:75]1[CH2:76][CH2:77][CH2:78][CH2:79]1>>[O:1]1[CH2:2][CH2:3][O:4][c:5]2[c:6]1[cH:7][cH:8][c:9]([CH2:11][N:12]([C:13]([O:14][C:15]([CH3:16])([CH3:17])[CH3:18])=[O:19])[CH:20]1[CH2:21][CH2:22][N:23]([CH2:26][CH2:27][n:28]3[c:29](=[O:43])[cH:30][cH:31][c:32]4[c:33]([C:40](=[O:42])[N:65]([O:64][CH3:63])[CH3:66])[cH:34][c:35]([O:38][CH3:39])[cH:36][c:37]34)[CH2:24][CH2:25]1)[cH:10]2.